This data is from the Open Reaction Database (ORD), a public repository of structured organic reaction records. The task is: describe an organic reaction: reactants, conditions, products, and yield Starting materials: C(C1=CC=CC=C1)NC1=C(C=NC=2N1N=CC2Br)C(=O)O (7-Benzylamino-3-bromopyrazolo[1,5-a]pyrimidine-6-carboxylic acid), Cl.FC1=C(C=CC=C1)C1CCNCC1 (4-(2-fluorophenyl)piperidine hydrochloride). Yields the product C(C1=CC=CC=C1)NC1=C(C=NC=2N1N=CC2Br)C(=O)N2CCC(CC2)C2=C(C=CC=C2)F (7-Benzylamino-3-bromo-6-[4-(2-fluorophenyl)piperidine-1-carbonyl]pyrazolo[1,5-a]pyrimidine). Yield: 136.1%. RXN SMILES: [CH2:1]([NH:8][C:9]1[N:14]2[N:15]=[CH:16][C:17]([Br:18])=[C:13]2[N:12]=[CH:11][C:10]=1[C:19]([OH:21])=O)[C:2]1[CH:7]=[CH:6][CH:5]=[CH:4][CH:3]=1.Cl.[F:23][C:24]1[CH:29]=[CH:28][CH:27]=[CH:26][C:25]=1[CH:30]1[CH2:35][CH2:34][NH:33][CH2:32][CH2:31]1>>[CH2:1]([NH:8][C:9]1[N:14]2[N:15]=[CH:16][C:17]([Br:18])=[C:13]2[N:12]=[CH:11][C:10]=1[C:19]([N:33]1[CH2:34][CH2:35][CH:30]([C:25]2[CH:26]=[CH:27][CH:28]=[CH:29][C:24]=2[F:23])[CH2:31][CH2:32]1)=[O:21])[C:2]1[CH:3]=[CH:4][CH:5]=[CH:6][CH:7]=1 |f:1.2|. Reported procedure: In the same manner as in Example 21, step 5 and using 7-benzylamino-3-bromopyrazolo[1,5-a]pyrimidine-6-carboxylic acid (0.174 g, 0.506 mmol) obtained in Example 22, step 3 and 4-(2-fluorophenyl)piperidine hydrochloride (0.120 g, 0.556 mmol), the title compound (0.35 g, 90%) was obtained. Reactants: COC1=CC=C(C=C1)C1=CC=CC=2C=CSC21 (7-(4-methoxyphenyl)-1-benzothiophene), BrBr (Br2). Run in C(Cl)Cl (CH2Cl2). Reaction conditions: time 0.5 hour. Product: BrC1=CC=C(C2=C1C=CS2)C2=CC=C(C=C2)OC (4-Bromo-7-(4-methoxyphenyl)-1-benzothiophene). The yield is 99.4%. RXN SMILES: [CH3:1][O:2][C:3]1[CH:8]=[CH:7][C:6]([C:9]2[C:17]3[S:16][CH:15]=[CH:14][C:13]=3[CH:12]=[CH:11][CH:10]=2)=[CH:5][CH:4]=1.[Br:18]Br>C(Cl)Cl>[Br:18][C:12]1[C:13]2[CH:14]=[CH:15][S:16][C:17]=2[C:9]([C:6]2[CH:7]=[CH:8][C:3]([O:2][CH3:1])=[CH:4][CH:5]=2)=[CH:10][CH:11]=1. Procedure: To a −20° C. solution of 7-(4-methoxyphenyl)-1-benzothiophene (500 mg, 2.08 mmol) in CH2Cl2 (15 ml) was added Br2 (8.33 ml of 0.25 M stock in CH2Cl2, 2.08 mmol) over 45 minutes. The reaction was stirred for an additional 0.5 h, washed with water, dried over Na2SO4, passed through a silica plug and concentrated to give 660 mg (100%) of product as a yellow solid. Further purification was done by recrystalization from 3% EtOAc in hexanes: mp 103–104° C.; 1H NMR (300 MHz, DMSO-d6): δ 3.84 (3H, s), 7... Yields the product CC(C)c1cc(-c2ccc(F)c(C=Cc3ccc(S(C)(=O)=O)cc3)c2)c2ncccc2c1. Reaction SMILES: [CH2:64]1[O:65][CH2:66][CH2:67][CH2:68]1.[CH3:1][S:2](=[O:3])(=[O:4])[c:5]1[cH:6][cH:7][c:8]([CH2:9][Cl:10])[cH:11][cH:12]1.[CH3:33][C:34]([CH3:35])([O-:36])[CH3:37].[CH3:61][C:62]#[N:63].[CH3:70][CH2:71][O:72][C:73](=[O:74])[CH3:75].[ClH:69].[F:39][c:40]1[c:41]([CH:42]=[O:43])[cH:44][c:45](-[c:48]2[cH:49][c:50]([CH:58]([CH3:59])[CH3:60])[cH:51][c:52]3[cH:53][cH:54][cH:55][n:56][c:57]23)[cH:46][cH:47]1.[K+:38].[P:32].[c:13]1([P:14]([c:15]2[cH:16][cH:17][cH:18][cH:19][cH:20]2)[c:21]2[cH:22][cH:23][cH:24][cH:25][cH:26]2)[cH:27][cH:28][cH:29][cH:30][cH:31]1>>[CH3:1][S:2](=[O:3])(=[O:4])[c:5]1[cH:6][cH:7][c:8]([CH:9]=[CH:42][c:41]2[c:40]([F:39])[cH:47][cH:46][c:45](-[c:48]3[cH:49][c:50]([CH:58]([CH3:59])[CH3:60])[cH:51][c:52]4[cH:53][cH:54][cH:55][n:56][c:57]34)[cH:44]2)[cH:11][cH:12]1. The reactants are C1CCOC1, CS(=O)(=O)c1ccc(CCl)cc1, CC(C)(C)[O-], CC#N, CCOC(C)=O, Cl, CC(C)c1cc(-c2ccc(F)c(C=O)c2)c2ncccc2c1, [K+], P, c1ccc(P(c2ccccc2)c2ccccc2)cc1. Starting materials: O=S1(N=C(NC2=C1C=CC=C2)C=2C(N(C1=CC=CC=C1C2O)N=CC2=COC=C2)=O)=O (3-(1,1-dioxido-4H-1,2,4-benzothiadiazin-3-yl)-1-{[3-furylmethylene]amino}-4-hydroxyquinolin-2(1H)-one), CO (methanol), solution, [BH4-].[Li+] (lithium borohydride), Cl (hydrochloric acid). Solvent: O1CCCC1 (tetrahydrofuran), O1CCCC1 (tetrahydrofuran), O (water). Run at temperature 25 celsius, time 1 hour. The product is O=S1(N=C(NC2=C1C=CC=C2)C=2C(N(C1=CC=CC=C1C2O)NCC2=COC=C2)=O)=O (3-(1,1-dioxido-4H-1,2,4-benzothiadiazin-3-yl)-1-[(3-furylmethyl)amino]-4-hydroxyquinolin-2(1H)-one). Reaction SMILES: [O:1]=[S:2]1(=[O:31])[C:7]2[CH:8]=[CH:9][CH:10]=[CH:11][C:6]=2[NH:5][C:4]([C:12]2[C:13](=[O:30])[N:14]([N:23]=[CH:24][C:25]3[CH:29]=[CH:28][O:27][CH:26]=3)[C:15]3[C:20]([C:21]=2[OH:22])=[CH:19][CH:18]=[CH:17][CH:16]=3)=[N:3]1.CO.[BH4-].[Li+].Cl>O1CCCC1.O>[O:31]=[S:2]1(=[O:1])[C:7]2[CH:8]=[CH:9][CH:10]=[CH:11][C:6]=2[NH:5][C:4]([C:12]2[C:13](=[O:30])[N:14]([NH:23][CH2:24][C:25]3[CH:29]=[CH:28][O:27][CH:26]=3)[C:15]3[C:20]([C:21]=2[OH:22])=[CH:19][CH:18]=[CH:17][CH:16]=3)=[N:3]1 |f:2.3|. Reported procedure: The product of Example 251A (0.028 g, 0.064 mmol) in tetrahydrofuran (1.3 mL) and methanol (0.005 mL, 0.128 mmol) at 0° C. was treated with dropwise addition of a 2.0M solution of lithium borohydride in tetrahydrofuran (0.050 mL, 0.100 mmol). The reaction was stirred at 25° C. for 1 hour, acidified with 1M hydrochloric acid to a pH of approximately 2-4, diluted with water (6.0 mL), and the resulting precipitate was collected by filtration and dried. The crude product was triturated with diethyl ... RXN SMILES: C(S([N:7]=[C:8]([C:28]1[O:29][C:30]2[CH:36]=[CH:35][C:34]([C:37]#[N:38])=[CH:33][C:31]=2[N:32]=1)[C:9]1[C:17]([O:18][CH3:19])=[CH:16][C:15]([CH3:20])=[C:14]2[C:10]=1[CH:11]=[CH:12][N:13]2C(OC(C)(C)C)=O)=O)(C)(C)C.[F-].C[N+](C)(C)C.[Si]([C:52]([F:55])([F:54])[F:53])(CC)(CC)CC.Cl.C([O-])([O-])=O.[Cs+].[Cs+]>C1COCC1.[NH4+].[Cl-].[Cl-].[Na+].O>[NH2:7][C:8]([C:28]1[O:29][C:30]2[CH:36]=[CH:35][C:34]([C:37]#[N:38])=[CH:33][C:31]=2[N:32]=1)([C:9]1[C:17]([O:18][CH3:19])=[CH:16][C:15]([CH3:20])=[C:14]2[C:10]=1[CH:11]=[CH:12][NH:13]2)[C:52]([F:55])([F:54])[F:53] |f:1.2,5.6.7,9.10,11.12.13|. Procedure: To a suspension of (±)-tert-butyl 4-((tert-butylsulfinylimino)(5-cyanobenzo[d]oxazol-2-yl)methyl)-5-methoxy-7-methyl-1H-indole-1-carboxylate (56 mg, 0.105 mmol) and tetramethylammonium fluoride (29.3 mg, 0.314 mmol) in THF (1 mL), TESCF3 (38.6 mg, 0.209 mmol) was added at 0° C. Then, the reaction mixture was allowed to reach rt. After stirring for 2 h, additional tetramethylammonium fluoride (9.76 mg, 0.105 mmol) and TESCF3(38.6 mg, 0.209 mmol) were added. After stirring for 0.5 h at rt, the rea... Solvent: C1CCOC1 (THF), [NH4+].[Cl-] (NH4Cl), [Cl-].[Na+].O (brine). Reaction conditions: temperature 50 celsius, time 2 hour. Yields the product NC(C(F)(F)F)(C1=C2C=CNC2=C(C=C1OC)C)C=1OC2=C(N1)C=C(C=C2)C#N ((±)-2-(1-Amino-2,2,2-trifluoro-1-(5-methoxy-7-methyl-1H-indol-4-yl)ethyl)benzo[d]oxazole-5-carbonitrile). Reactants: C(C)(C)(C)S(=O)N=C(C1=C2C=CN(C2=C(C=C1OC)C)C(=O)OC(C)(C)C)C=1OC2=C(N1)C=C(C=C2)C#N ((±)-tert-butyl 4-((tert-butylsulfinylimino)(5-cyanobenzo[d]oxazol-2-yl)methyl)-5-methoxy-7-methyl-1H-indole-1-carboxylate), [F-].C[N+](C)(C)C (tetramethylammonium fluoride), [Si](CC)(CC)(CC)C(F)(F)F (TESCF3), C(=O)([O-])[O-].[Cs+].[Cs+] (Cs2CO3), C(=O)([O-])[O-].[Cs+].[Cs+] (Cs2CO3), [F-].C[N+](C)(C)C (tetramethylammonium fluoride), [Si](CC)(CC)(CC)C(F)(F)F (TESCF3), Cl (HCl). Starting materials: BrC=1C=CC2=C(C(OCC(N2)=O)(C)C)C1 (7-bromo-5,5-dimethyl-1,5-dihydro-4,1-benzoxazepin-2(3H)-one), BrC=1C(=C(C#N)C=CC1)F (3-bromo-2-fluorobenzonitrile). Product: CC1(OCC(NC2=C1C=C(C=C2)C2=CC(=C(C#N)C=C2)F)=O)C (4-(5,5-Dimethyl-2-oxo-1,2,3,5-tetrahydro-4,1-benzoxazepin-7-yl)-2-fluorobenzonitrile). As a reaction SMILES: Br[C:2]1[CH:3]=[CH:4][C:5]2[NH:11][C:10](=[O:12])[CH2:9][O:8][C:7]([CH3:14])([CH3:13])[C:6]=2[CH:15]=1.Br[C:17]1[C:18]([F:25])=[C:19]([CH:22]=[CH:23][CH:24]=1)[C:20]#[N:21]>>[CH3:13][C:7]1([CH3:14])[C:6]2[CH:15]=[C:2]([C:24]3[CH:23]=[CH:22][C:19]([C:20]#[N:21])=[C:18]([F:25])[CH:17]=3)[CH:3]=[CH:4][C:5]=2[NH:11][C:10](=[O:12])[CH2:9][O:8]1. Procedure details: Prepared from 7-bromo-5,5-dimethyl-1,5-dihydro-4,1-benzoxazepin-2(3H)-one and 3-bromo-2-fluorobenzonitrile generally according to the coupling procedure described in examples 82 and 1. 1H NMR (DMSO-d6): δ 10.08 (s, 1H), 7.92-7.99 (m, 2H), 7.77-7.79 (m, 1H), 7.64-7.69 (m, 2H), 7.22 (d, J=8.39 Hz, 1H), 4.28 (s, 2H), 1.62 (s, 6H). MS (ESI) m/z 311 ([M+H]+); MS (ESI) m/z 309 ([M−H]−). Starting materials: CC1(C)OCC(Cc2ccc(Br)cc2)O1, C1CCOC1, CCOCC, CN(C)C=O. The product is CC1(C)OCC(Cc2ccc(C=O)cc2)O1. Reaction SMILES: [Br:1][c:2]1[cH:3][cH:4][c:5]([CH2:6][CH:7]2[O:8][C:9]([CH3:12])([CH3:13])[O:10][CH2:11]2)[cH:14][cH:15]1.[CH2:21]1[O:22][CH2:23][CH2:24][CH2:25]1.[CH3:26][CH2:27][O:28][CH2:29][CH3:30].[O:16]=[CH:17][N:18]([CH3:19])[CH3:20]>>[c:2]1([CH:17]=[O:16])[cH:3][cH:4][c:5]([CH2:6][CH:7]2[O:8][C:9]([CH3:12])([CH3:13])[O:10][CH2:11]2)[cH:14][cH:15]1.